Task: describe an organic reaction: reactants, conditions, products, and yield. Dataset: the Open Reaction Database (ORD), a public repository of structured organic reaction records Yields the product C([C@@H]1[C@@H](O)[C@H](O)[C@H](O1)CO)O (2,5-anhydro-D-mannitol). Reported procedure: In accordance with Flowchart E, 2,5-anhydro-3,4,6-tris-O-(phenylmethyl)-D-mannose 29 is reacted with lithium aluminum hydride in ether at reflux temperature under argon, giving 2,5-anhydro-1,3,4-tris-O-(phenylmethyl)-D-mannitol 38. Compound 38 is hydrogenated in methanol/acetic acid over palladium on carbon, giving 2,5-anhydro-D-mannitol 39, which is then reacted with diphenyl phosphorochloridate in pyridine at reduced temperature, giving the product of Formula I where R', R",R'" and R"" are phe... Reactants: C1(=CC=CC=C1)COC[C@@H]1[C@@H](OCC2=CC=CC=C2)[C@H](OCC2=CC=CC=C2)[C@H](O1)CO (2,5-anhydro-1,3,4-tris-O-(phenylmethyl)-D-mannitol). Reaction SMILES: C1(C[O:8][CH2:9][C@H:10]2[O:30][C@H:29]([CH2:31][OH:32])[C@@H:20]([O:21]CC3C=CC=CC=3)[C@@H:11]2[O:12]CC2C=CC=CC=2)C=CC=CC=1>CO.C(O)(=O)C.[Pd]>[CH2:31]([OH:32])[C@H:29]1[O:30][C@H:10]([CH2:9][OH:8])[C@@H:11]([OH:12])[C@@H:20]1[OH:21] |f:1.2|. The reagents and catalysts are [Pd] (palladium on carbon). Run in CO.C(C)(=O)O (methanol acetic acid). Starting materials: O=C(O)C1CCC(C(=O)O)N1Cc1ccccc1, CC(=O)OC(C)=O, CN. Yields the product CNC(=O)C1CCC(C(=O)O)N1Cc1ccccc1. Reaction SMILES: [CH2:1]([c:2]1[cH:3][cH:4][cH:5][cH:6][cH:7]1)[N:8]1[CH:9]([C:16](=[O:17])[OH:18])[CH2:10][CH2:11][CH:12]1[C:13](=[O:14])[OH:15].[CH3:19][C:20]([O:21][C:22](=[O:23])[CH3:24])=[O:25].[CH3:26][NH2:27]>>[CH2:1]([c:2]1[cH:3][cH:4][cH:5][cH:6][cH:7]1)[N:8]1[CH:9]([C:16](=[O:17])[OH:18])[CH2:10][CH2:11][CH:12]1[C:13](=[O:14])[NH:27][CH3:26].